Dataset: the Open Reaction Database (ORD), a public repository of structured organic reaction records. Task: describe an organic reaction: reactants, conditions, products, and yield Starting materials: CCOc1cc(C(C)(C)C)ncc1C1=NC(C)(c2ccc(Cl)cc2)C(C)(c2ccc(Cl)cc2)N1C(=O)N1CCC(CC(=O)O)CC1, NC1CCCCCC1. Product: CCOc1cc(C(C)(C)C)ncc1C1=NC(C)(c2ccc(Cl)cc2)C(C)(c2ccc(Cl)cc2)N1C(=O)N1CCC(CC(=O)NC2CCCCCC2)CC1. Reaction SMILES: [C:1]([CH3:2])([CH3:3])([CH3:4])[c:5]1[cH:6][c:7]([O:44][CH2:45][CH3:46])[c:8]([C:11]2=[N:15][C:14]([CH3:16])([c:17]3[cH:18][cH:19][c:20]([Cl:23])[cH:21][cH:22]3)[C:13]([CH3:24])([c:25]3[cH:26][cH:27][c:28]([Cl:31])[cH:29][cH:30]3)[N:12]2[C:32](=[O:33])[N:34]2[CH2:35][CH2:36][CH:37]([CH2:40][C:41](=[O:42])[OH:43])[CH2:38][CH2:39]2)[cH:9][n:10]1.[CH:47]1([NH2:54])[CH2:48][CH2:49][CH2:50][CH2:51][CH2:52][CH2:53]1>>[C:1]([CH3:2])([CH3:3])([CH3:4])[c:5]1[cH:6][c:7]([O:44][CH2:45][CH3:46])[c:8]([C:11]2=[N:15][C:14]([CH3:16])([c:17]3[cH:18][cH:19][c:20]([Cl:23])[cH:21][cH:22]3)[C:13]([CH3:24])([c:25]3[cH:26][cH:27][c:28]([Cl:31])[cH:29][cH:30]3)[N:12]2[C:32](=[O:33])[N:34]2[CH2:35][CH2:36][CH:37]([CH2:40][C:41](=[O:42])[NH:54][CH:47]3[CH2:48][CH2:49][CH2:50][CH2:51][CH2:52][CH2:53]3)[CH2:38][CH2:39]2)[cH:9][n:10]1. The reactants are Cn1nnnc1Cl, CCO, O=C(CCCCl)c1ccccc1, NC(N)=S, [Na+], [OH-]. Product: Cn1nnnc1SCCCC(=O)c1ccccc1. As a reaction SMILES: [CH3:17][n:18]1[n:19][n:20][n:21][c:22]1[Cl:23].[CH3:26][CH2:27][OH:28].[Cl:1][CH2:2][CH2:3][CH2:4][C:5](=[O:6])[c:7]1[cH:8][cH:9][cH:10][cH:11][cH:12]1.[NH2:13][C:14]([NH2:15])=[S:16].[Na+:25].[OH-:24]>>[CH2:2]([CH2:3][CH2:4][C:5](=[O:6])[c:7]1[cH:8][cH:9][cH:10][cH:11][cH:12]1)[S:16][c:22]1[n:18]([CH3:17])[n:19][n:20][n:21]1. The reactants are CC(C)(C)[Si](OCc1ccccc1CC(c1cc(F)ccc1F)S(=O)(=O)c1ccc(Cl)cc1)(c1ccccc1)c1ccccc1, CCCC[N+](CCCC)(CCCC)CCCC, CC(C)OC(C)C, [F-], C1CCOC1, O. Yields the product O=S(=O)(c1ccc(Cl)cc1)C(Cc1ccccc1CO)c1cc(F)ccc1F. As a reaction SMILES: [C:1]([Si:2]([c:3]1[cH:4][cH:5][cH:34][cH:35][cH:36]1)([O:6][CH2:7][c:8]1[c:9]([CH2:14][CH:15]([S:16](=[O:17])(=[O:18])[c:19]2[cH:20][cH:21][c:22]([Cl:25])[cH:23][cH:24]2)[c:26]2[c:27]([F:33])[cH:28][cH:29][c:30]([F:32])[cH:31]2)[cH:10][cH:11][cH:12][cH:13]1)[c:37]1[cH:38][cH:39][cH:40][cH:41][cH:42]1)([CH3:43])([CH3:44])[CH3:45].[CH3:47][CH2:48][CH2:49][CH2:50][N+:51]([CH2:52][CH2:53][CH2:54][CH3:55])([CH2:56][CH2:57][CH2:58][CH3:59])[CH2:60][CH2:61][CH2:62][CH3:63].[CH:70]([O:71][CH:72]([CH3:73])[CH3:74])([CH3:75])[CH3:76].[F-:46].[O:65]1[CH2:66][CH2:67][CH2:68][CH2:69]1.[OH2:64]>>[OH:6][CH2:7][c:8]1[c:9]([CH2:14][CH:15]([S:16](=[O:17])(=[O:18])[c:19]2[cH:20][cH:21][c:22]([Cl:25])[cH:23][cH:24]2)[c:26]2[c:27]([F:33])[cH:28][cH:29][c:30]([F:32])[cH:31]2)[cH:10][cH:11][cH:12][cH:13]1.